Task: describe an organic reaction: reactants, conditions, products, and yield. Dataset: the Open Reaction Database (ORD), a public repository of structured organic reaction records Reactants: ClC1=C(N=C2N1CCCC2)C2=C(C=C(C=C2)Cl)Cl (3-chloro-2-(2,4-dichlorophenyl)-5,6,7,8-tetrahydroimidazo[1,2-a]pyridine), [N+](=O)(O)[O-] (nitric acid). Conditions: temperature 0 celsius, time 20 minute. Product: ClC1=C(N=C2N1CCCC2)C2=C(C=C(C(=C2)[N+](=O)[O-])Cl)Cl (3-chloro-2-(2,4-dichloro-5-nitrophenyl)-5,6,7,8-tetrahydroimidazo[1,2-a]pyridine). As a reaction SMILES: [Cl:1][C:2]1[N:6]2[CH2:7][CH2:8][CH2:9][CH2:10][C:5]2=[N:4][C:3]=1[C:11]1[CH:16]=[CH:15][C:14]([Cl:17])=[CH:13][C:12]=1[Cl:18].[N+:19]([O-])([OH:21])=[O:20]>>[Cl:1][C:2]1[N:6]2[CH2:7][CH2:8][CH2:9][CH2:10][C:5]2=[N:4][C:3]=1[C:11]1[CH:16]=[C:15]([N+:19]([O-:21])=[O:20])[C:14]([Cl:17])=[CH:13][C:12]=1[Cl:18]. Reported procedure: A 1.1 g (3.85 mmol) sample of 3-chloro-2-(2,4-dichlorophenyl)-5,6,7,8-tetrahydroimidazo[1,2-a]pyridine was added to 8.0 ml of a 1:1 mixture of concentrated sulfuric/nitric acid at 0° C. The reaction mixture was stirred at 0° C. for 20 minutes followed by warming to 20° C. After pouring the reaction mixture onto ice/water, the resulting aqueous mixture was extracted with 400 ml of ethyl acetate. The separated organic layer was washed with water, brine, and dried over magnesium sulfate. The yellow... Starting materials: CS(C)=O, COc1cc([N+](=O)[O-])ccc1Cl, [K+], [OH-], c1nc[nH]n1. Yields the product COc1cc([N+](=O)[O-])ccc1-n1cncn1. As a reaction SMILES: [CH3:20][S:21](=[O:22])[CH3:23].[Cl:1][c:2]1[c:3]([O:11][CH3:12])[cH:4][c:5]([N+:8](=[O:9])[O-:10])[cH:6][cH:7]1.[K+:14].[OH-:13].[nH:15]1[n:16][cH:17][n:18][cH:19]1>>[c:2]1(-[n:15]2[n:16][cH:17][n:18][cH:19]2)[c:3]([O:11][CH3:12])[cH:4][c:5]([N+:8](=[O:9])[O-:10])[cH:6][cH:7]1. The reactants are OC1=CC(=C(C(=C1)C)C=1N=C(SC1)NC(C1=CC=NC=C1)=O)C (N-(4-(4-Hydroxy-2,6-dimethylphenyl)thiazol-2-yl)isonicotinamide), BrC1=NC=C(N=C1)OCCOC (2-Bromo-5-(2-methoxyethoxy)pyrazine), C([O-])([O-])=O.[K+].[K+] (potassium carbonate). The reagents and catalysts are [Cu](I)I (copper iodide). Run in CN(C)C=O (DMF). Reaction conditions: temperature 100 celsius. Yields the product COCCOC=1N=CC(=NC1)OC1=CC(=C(C(=C1)C)C=1N=C(SC1)NC(C1=CC=NC=C1)=O)C (N-(4-(4-{(5-(2-Methoxyethoxy)pyrazin-2-yl)oxy}-2,6-dimethylphenyl)thiazol-2-yl)isonicotinamide). Yield: 25.8%. Reaction SMILES: [OH:1][C:2]1[CH:7]=[C:6]([CH3:8])[C:5]([C:9]2[N:10]=[C:11]([NH:14][C:15](=[O:22])[C:16]3[CH:21]=[CH:20][N:19]=[CH:18][CH:17]=3)[S:12][CH:13]=2)=[C:4]([CH3:23])[CH:3]=1.Br[C:25]1[CH:30]=[N:29][C:28]([O:31][CH2:32][CH2:33][O:34][CH3:35])=[CH:27][N:26]=1.C(=O)([O-])[O-].[K+].[K+]>CN(C=O)C.[Cu](I)I>[CH3:35][O:34][CH2:33][CH2:32][O:31][C:28]1[N:29]=[CH:30][C:25]([O:1][C:2]2[CH:3]=[C:4]([CH3:23])[C:5]([C:9]3[N:10]=[C:11]([NH:14][C:15](=[O:22])[C:16]4[CH:21]=[CH:20][N:19]=[CH:18][CH:17]=4)[S:12][CH:13]=3)=[C:6]([CH3:8])[CH:7]=2)=[N:26][CH:27]=1 |f:2.3.4|. Reported procedure: A mixture of 5-3 (0.50 g, 1.54 mmol), 2-bromo-5-(2-methoxyethoxy)pyrazine (22-2, 0.540 g, 2.32 mmol), copper iodide (15.0 mg, 0.080 mmol), and potassium carbonate (0.64 g, 4.63 mmol) in 3.1 mL of DMF was heated at 100° C. for 6.0 h. The reaction mixture was concentrated under reduced pressure and purified by column chromatography on silica gel (EtOAc:hexanes=5:1 as eluant) to give N-(4-(4-{(5-(2-methoxyethoxy)pyrazin-2-yl)oxy}-2,6-dimethylphenyl)thiazol-2-yl)isonicotinamide (22, 0.19 g) as brown... The reactants are C(C)(C)(C)[Li] (tert-butyllithium), C(=O)C1=CC2=CC3=C(OCO3)C=C2C=C1 (6-formylnaphtho[2,3-d][1,3]dioxol), [Cl-].[NH4+] (Ammonium chloride), BrC=1N=CNC1 (4-bromo-1H-imidazole). Run in CCCCC (pentane), C1CCOC1 (THF), C1CCOC1 (THF). Conditions: temperature 0 celsius, time 1.5 hour. The product is N1C=NC(=C1)C(C(C)C)(O)C1=CC2=CC3=C(OCO3)C=C2C=C1 (1-(1H-Imidazol-4-yl)-1-(naphtho[2,3-d][1,3]-dioxol-6-yl)-2-methyl-1-propanol). Reaction SMILES: Br[C:2]1[N:3]=[CH:4][NH:5][CH:6]=1.[C:7]([Li])(C)([CH3:9])[CH3:8].[CH:12]([C:14]1[CH:26]=[CH:25][C:24]2[C:16](=[CH:17][C:18]3[O:22][CH2:21][O:20][C:19]=3[CH:23]=2)[CH:15]=1)=[O:13].[Cl-].[NH4+]>C1COCC1.CCCCC>[NH:5]1[CH:6]=[C:2]([C:12]([C:14]2[CH:26]=[CH:25][C:24]3[C:16](=[CH:17][C:18]4[O:22][CH2:21][O:20][C:19]=4[CH:23]=3)[CH:15]=2)([OH:13])[CH:7]([CH3:9])[CH3:8])[N:3]=[CH:4]1 |f:3.4|. Reported procedure: A solution of 4-bromo-1H-imidazole (2.00 g) in THF (30 ml) was cooled to −78° C. A solution of tert-butyllithium in pentane (1.7 M; 22 ml) was added to the solution. The mixture was stirred at 0° C. for 1.5 h and then cooled to −78° C. 6-formylnaphtho[2,3-d][1,3]dioxol (3.00 g) in THF (30 ml) was added to the mixture. The mixture was allowed to room temperature and was stirred for 16 h. Ammonium chloride solution was added to the mixture and precipitate was collected, washed with water and ethyl... Starting materials: ClCCl, O=P(Cl)(Cl)Cl, Fc1ccc2oc(S)nc2c1. Product: Fc1ccc2oc(Cl)nc2c1. As a reaction SMILES: [Cl:17][CH2:18][Cl:19].[P:12]([Cl:13])([Cl:14])([Cl:15])=[O:16].[SH:1][c:2]1[o:3][c:4]2[c:5]([n:6]1)[cH:7][c:8]([F:11])[cH:9][cH:10]2>>[c:2]1([Cl:14])[o:3][c:4]2[c:5]([n:6]1)[cH:7][c:8]([F:11])[cH:9][cH:10]2.